describe an organic reaction: reactants, conditions, products, and yield From a dataset of the Open Reaction Database (ORD), a public repository of structured organic reaction records. Starting materials: ClC1=CC(=NC2=CC=C(C=C12)C)N1CCS(C2=C(C1)C=CC=C2)(=O)=O (4-(4-chloro-6-methylquinolin-2-yl)-2,3,4,5-tetrahydro-1,4-benzothiazepine 1,1-dioxide), N1C[C@H](CC1)O ((3S)-pyrrolidin-3-ol). Yields the product O=S1(CCN(CC2=C1C=CC=C2)C2=NC1=CC=C(C=C1C(=C2)N2C[C@H](CC2)O)C)=O ((3S)-1-[2-(1,1-Dioxido-2,3-dihydro-1,4-benzothiazepin-4(5H)-yl)-6-methylquinolin-4-yl]pyrrolidin-3-ol). Reaction SMILES: Cl[C:2]1[C:11]2[C:6](=[CH:7][CH:8]=[C:9]([CH3:12])[CH:10]=2)[N:5]=[C:4]([N:13]2[CH2:19][C:18]3[CH:20]=[CH:21][CH:22]=[CH:23][C:17]=3[S:16](=[O:25])(=[O:24])[CH2:15][CH2:14]2)[CH:3]=1.[NH:26]1[CH2:30][CH2:29][C@H:28]([OH:31])[CH2:27]1>>[O:24]=[S:16]1(=[O:25])[C:17]2[CH:23]=[CH:22][CH:21]=[CH:20][C:18]=2[CH2:19][N:13]([C:4]2[CH:3]=[C:2]([N:26]3[CH2:30][CH2:29][C@H:28]([OH:31])[CH2:27]3)[C:11]3[C:6](=[CH:7][CH:8]=[C:9]([CH3:12])[CH:10]=3)[N:5]=2)[CH2:14][CH2:15]1. Procedure details: The title compound was prepared in analogy to Example 15-1 in Scheme 5 by using 4-(4-chloro-6-methylquinolin-2-yl)-2,3,4,5-tetrahydro-1,4-benzothiazepine 1,1-dioxide (prepared in analogy to the one in Example 2-1) and (3S)-pyrrolidin-3-ol. MS obsd. (ESI+) [(M+H)+] 424, 1H NMR (400 MHz, CD3OD) δ ppm 7.90 (dd, J=7.83, 1.26 Hz, 1 H), 7.80-7.72 (m, 2 H), 7.54 (td, J=7.52, 1.39 Hz, 1 H), 7.43 (d, J=8.59 Hz, 1 H), 7.34 (td, J=7.71, 1.01 Hz, 1 H), 7.23 (dd, J=8.59, 1.77 Hz, 1 H), 6.05 (s, 1 H), 5.06 (s... The product is CC(OP(=O)(CCNC(=O)c1ccc(N(C)Cc2cnc3nc(N)nc(N)c3n2)cc1)Oc1ccccc1)C(=O)O. As a reaction SMILES: [CH2:1]([CH3:2])[O:3][C:4]([CH:5]([CH3:6])[O:7][P:8](=[O:9])([O:10][c:11]1[cH:12][cH:13][cH:14][cH:15][cH:16]1)[CH2:17][CH2:18][NH:19][C:20]([c:21]1[cH:22][cH:23][c:24]([N:27]([CH3:28])[CH2:29][c:30]2[n:31][c:32]3[c:33]([NH2:41])[n:34][c:35]([NH2:40])[n:36][c:37]3[n:38][cH:39]2)[cH:25][cH:26]1)=[O:42])=[O:43].[CH3:51][C:52]#[N:53].[Na+:45].[O:46]=[CH:47][N:48]([CH3:49])[CH3:50].[OH-:44].[OH2:54]>>[O:3]=[C:4]([CH:5]([CH3:6])[O:7][P:8](=[O:9])([O:10][c:11]1[cH:12][cH:13][cH:14][cH:15][cH:16]1)[CH2:17][CH2:18][NH:19][C:20]([c:21]1[cH:22][cH:23][c:24]([N:27]([CH3:28])[CH2:29][c:30]2[n:31][c:32]3[c:33]([NH2:41])[n:34][c:35]([NH2:40])[n:36][c:37]3[n:38][cH:39]2)[cH:25][cH:26]1)=[O:42])[OH:43]. Starting materials: CCOC(=O)C(C)OP(=O)(CCNC(=O)c1ccc(N(C)Cc2cnc3nc(N)nc(N)c3n2)cc1)Oc1ccccc1, CC#N, [Na+], CN(C)C=O, [OH-], O. Starting materials: O.OP(=O)(O)[O-].[Na+] (sodium phosphate monobasic hydrate), Cl(=O)[O-].[Na+] (sodium chlorite), CC(C)=CC (2-methyl-2-butene), C(CC(O)(C(=O)O)CC(=O)O)(=O)O (citric acid), FC1=C2C(=CNC2=CC(=C1C1=CC=C(C=C1)C1(CCC1)O)F)C=O (4,6-difluoro-5-[4-(1-hydroxy-cyclobutyl)-phenyl]-1H-indole-3-carbaldehyde). Solvent: CC#N (MeCN), O (water), C(C)(C)(C)O (tert-butanol). Conditions: time 24 hour. Yields the product FC1=C2C(=CNC2=CC(=C1C1=CC=C(C=C1)C1(CCC1)O)F)C(=O)O (4,6-Difluoro-5-(4-(1-hydroxycyclobutyl)phenyl)-1H-indole-3-carboxylic acid). The yield is 24.9%. RXN SMILES: [F:1][C:2]1[C:10]([C:11]2[CH:16]=[CH:15][C:14]([C:17]3([OH:21])[CH2:20][CH2:19][CH2:18]3)=[CH:13][CH:12]=2)=[C:9]([F:22])[CH:8]=[C:7]2[C:3]=1[C:4]([CH:23]=[O:24])=[CH:5][NH:6]2.O.[OH:26]P([O-])(O)=O.[Na+].Cl([O-])=O.[Na+].CC(=CC)C.C(O)(=O)CC(CC(O)=O)(C(O)=O)O>CC#N.O.C(O)(C)(C)C>[F:1][C:2]1[C:10]([C:11]2[CH:12]=[CH:13][C:14]([C:17]3([OH:21])[CH2:18][CH2:19][CH2:20]3)=[CH:15][CH:16]=2)=[C:9]([F:22])[CH:8]=[C:7]2[C:3]=1[C:4]([C:23]([OH:26])=[O:24])=[CH:5][NH:6]2 |f:1.2.3,4.5|. Procedure details: To a solution of 4,6-difluoro-5-[4-(1-hydroxy-cyclobutyl)-phenyl]-1H-indole-3-carbaldehyde (37.0 mg, 0.11 mmol) in a mixture of MeCN (2 mL), tert-butanol (1 mL) and water (2 mL) was added sodium phosphate monobasic hydrate (214.0 mg, 1.55 mmol), sodium chlorite (114.0 mg, 1.26 mmol) and 2-methyl-2-butene (1.0 mL, 6.85 mmol). The reaction mixture was stirred at room temperature for 24 hours, acidified with 1N aqueous citric acid solution (1 mL) and extracted with EtOAc. The organic layer was drie... Reactants: COC1c2cccc(Br)c2CC1C, C1CO1, C1CCOC1, [Li]CCCC, O. Yields the product COC1c2cccc(CCO)c2CC1C. Reaction SMILES: [Br:1][c:2]1[c:3]2[c:7]([cH:8][cH:9][cH:10]1)[CH:6]([O:11][CH3:12])[CH:5]([CH3:13])[CH2:4]2.[CH2:19]1[CH2:20][O:21]1.[CH2:23]1[O:24][CH2:25][CH2:26][CH2:27]1.[CH3:14][CH2:15][CH2:16][CH2:17][Li:18].[OH2:22]>>[c:2]1([CH2:19][CH2:20][OH:21])[c:3]2[c:7]([cH:8][cH:9][cH:10]1)[CH:6]([O:11][CH3:12])[CH:5]([CH3:13])[CH2:4]2. The product is CC(C)(C)OC(Cc1ccccc1)=NO. As a reaction SMILES: [C:34]([OH:35])([CH3:36])([CH3:37])[CH3:38].[CH3:23][C:24]([CH3:25])([O-:26])[CH3:27].[CH:30]([Cl:31])([Cl:32])[Cl:33].[Cl:11].[Cl:12][C:13]1([CH2:14][CH:15]=[N:16][OH:17])[CH:18]=[CH:19][CH:20]=[CH:21][CH2:22]1.[ClH:29].[K+:28].[c:1]1([CH2:7][CH:8]=[N:9][OH:10])[cH:2][cH:3][cH:4][cH:5][cH:6]1>>[c:1]1([CH2:7][C:8](=[N:9][OH:10])[O:26][C:24]([CH3:23])([CH3:25])[CH3:27])[cH:2][cH:3][cH:4][cH:5][cH:6]1. Reactants: CC(C)(C)O, CC(C)(C)[O-], ClC(Cl)Cl, Cl, ON=CCC1(Cl)C=CC=CC1, Cl, [K+], ON=CCc1ccccc1.